Dataset: the Open Reaction Database (ORD), a public repository of structured organic reaction records. Task: describe an organic reaction: reactants, conditions, products, and yield The reactants are C(=C)OCCOC1=CC=C(C=C1)CO[Si](C)(C)C (2-(4-trimethylsilyloxymethyl-phenoxy)ethyl vinyl ether), C1(\C=C/C(=O)O1)=O (maleic anhydride). Solvent: ClCCCl (1,2-dichloroethane). The product is C(=C)OCCOC1=CC=C(C=C1)CO[Si](C)(C)C.C1(\C=C/C(=O)O1)=O (2-(4-Trimethylsilyloxymethyl-Phenoxy)Ethyl Vinyl Ether Maleic Anhydride). As a reaction SMILES: [CH:1]([O:3][CH2:4][CH2:5][O:6][C:7]1[CH:12]=[CH:11][C:10]([CH2:13][O:14][Si:15]([CH3:18])([CH3:17])[CH3:16])=[CH:9][CH:8]=1)=[CH2:2].[C:19]1(=[O:25])[O:24][C:22](=[O:23])[CH:21]=[CH:20]1>ClCCCl>[CH:1]([O:3][CH2:4][CH2:5][O:6][C:7]1[CH:12]=[CH:11][C:10]([CH2:13][O:14][Si:15]([CH3:16])([CH3:18])[CH3:17])=[CH:9][CH:8]=1)=[CH2:2].[C:22]1(=[O:23])[O:24][C:19](=[O:25])[CH:20]=[CH:21]1 |f:3.4|. Procedure details: In a 50-mL three-neck round-bottom flask equipped with a thermometer, a condenser and a nitrogen inlet, was placed a solution of 4 g of 2-(4-trimethylsilyloxymethyl-phenoxy)ethyl vinyl ether (prepared as in Example 1) and 1.47 g of maleic anhydride in 25.1 mL of 1,2-dichloroethane. The system was purged with nitrogen for 30 minutes. Then 96 mg VAZO®67, and 0.24 mL butanethiol were added under nitrogen. The polymerization was carried out at 60.C for twenty-four hours or longer until complete mono... The reactants are NC(=O)O, CCOC(=O)N1CCC(=C(c2ccccc2)c2ccccc2)CC1, CCO, [Na+], [OH-], O. Product: c1ccc(C(=C2CCNCC2)c2ccccc2)cc1. Reaction SMILES: [C:27](=[O:28])([OH:29])[NH2:30].[CH2:3]([O:4][C:5](=[O:6])[N:8]1[CH2:9][CH2:10][C:11](=[C:14]([c:15]2[cH:16][cH:17][cH:18][cH:19][cH:20]2)[c:21]2[cH:22][cH:23][cH:24][cH:25][cH:26]2)[CH2:12][CH2:13]1)[CH3:7].[CH3:32][CH2:33][OH:34].[Na+:2].[OH-:1].[OH2:31]>>[NH:8]1[CH2:9][CH2:10][C:11](=[C:14]([c:15]2[cH:16][cH:17][cH:18][cH:19][cH:20]2)[c:21]2[cH:22][cH:23][cH:24][cH:25][cH:26]2)[CH2:12][CH2:13]1. The reactants are O=C([O-])[O-], CO, O=Cc1ccc(Cl)c(Cl)c1, [K+], [K+], O, CCCCC(C(C)=O)n1ccnc1. The product is CCCCC(C(=O)C=Cc1ccc(Cl)c(Cl)c1)n1ccnc1. As a reaction SMILES: [C:24](=[O:25])([O-:26])[O-:27].[CH3:31][OH:32].[Cl:14][c:15]1[cH:16][c:17]([CH:18]=[O:19])[cH:20][cH:21][c:22]1[Cl:23].[K+:28].[K+:29].[OH2:30].[n:1]1([CH:6]([C:7]([CH3:8])=[O:9])[CH2:10][CH2:11][CH2:12][CH3:13])[cH:2][n:3][cH:4][cH:5]1>>[n:1]1([CH:6]([C:7]([CH:8]=[CH:18][c:17]2[cH:16][c:15]([Cl:14])[c:22]([Cl:23])[cH:21][cH:20]2)=[O:9])[CH2:10][CH2:11][CH2:12][CH3:13])[cH:2][n:3][cH:4][cH:5]1. Reactants: CC(CCNC(C(C(CCC1=CC=CC=C1)O)(F)F)=O)C (N-(3-Methylbutyl)-2,2-difluoro-3-hydroxy-5-phenylpentanamide), C(C(=O)Cl)(=O)Cl (oxalyl chloride). Solvent: CS(=O)C (dimethylsulfoxide). Yields the product CC(CCNC(C(C(CCC1=CC=CC=C1)=O)(F)F)=O)C (N-(3-Methylbutyl)-2,2-difluoro-3-oxo-5-phenylpentanamide). As a reaction SMILES: [CH3:1][CH:2]([CH3:21])[CH2:3][CH2:4][NH:5][C:6](=[O:20])[C:7]([F:19])([F:18])[CH:8]([OH:17])[CH2:9][CH2:10][C:11]1[CH:16]=[CH:15][CH:14]=[CH:13][CH:12]=1.C(Cl)(=O)C(Cl)=O>CS(C)=O>[CH3:1][CH:2]([CH3:21])[CH2:3][CH2:4][NH:5][C:6](=[O:20])[C:7]([F:18])([F:19])[C:8](=[O:17])[CH2:9][CH2:10][C:11]1[CH:16]=[CH:15][CH:14]=[CH:13][CH:12]=1. Procedure details: According to the procedure of Thaisrivongs et. al. (J. Med. Chem., 1986, 29, 2080), the resultant compound of Example 46 was treated with dimethylsulfoxide and oxalyl chloride to give the desired compound.